This data is from the Open Reaction Database (ORD), a public repository of structured organic reaction records. The task is: describe an organic reaction: reactants, conditions, products, and yield Reactants: NC1=CC=C(C=C1)C (4-toluidine), O=CC(C)=C (methacrolein). Product: CC=1C=NC2=CC=C(C=C2C1)C (3,6-dimethylquinoline). Isolated yield 70.0%. As a reaction SMILES: [NH2:1][C:2]1[CH:7]=[CH:6][C:5]([CH3:8])=[CH:4][CH:3]=1.O=[CH:10][C:11](=[CH2:13])[CH3:12]>>[CH3:13][C:11]1[CH:10]=[N:1][C:2]2[C:7]([CH:12]=1)=[CH:6][C:5]([CH3:8])=[CH:4][CH:3]=2. Procedure details: The procedure described in Example 1 was followed, except that 107 g/hour of 4-toluidine and 84 g/hour of methacrolein were employed. The product was distilled off under 5 mbar until the bottom temperature reached 250° C., and 110 g (70% of theory) of 3,6-dimethylquinoline of melting point 50° C. were obtained by crystallization with xylene. Starting materials: O1NC=CC2=C1C=CC=C2 (benzoxazine), cyanate ester, C1C=CC2C1[C@H]3C[C@@H]2C=C3 (DCPD). The product is C1C=CC2C1[C@H]3C[C@@H]2C=C3.C1(=CC=CC=C1)O (DCPD phenol), NC1=CC=CC=C1 (aniline), C=O (paraformaldehyde). Reaction SMILES: [CH2:1]1[CH:5]2[C@@H:6]3[CH:10]=[CH:9][C@H:8]([CH:4]2[CH:3]=[CH:2]1)[CH2:7]3.[O:11]1[C:16]2[CH:17]=[CH:18][CH:19]=[CH:20][C:15]=2C=C[NH:12]1>>[CH2:1]1[CH:5]2[C@@H:6]3[CH:10]=[CH:9][C@H:8]([CH:4]2[CH:3]=[CH:2]1)[CH2:7]3.[C:16]1([OH:11])[CH:17]=[CH:18][CH:19]=[CH:20][CH:15]=1.[NH2:12][C:4]1[CH:8]=[CH:9][CH:10]=[CH:6][CH:5]=1.[CH2:16]=[O:11] |f:2.3|. Procedure: Another objective of the present invention is to provide a method of manufacturing a copolymer of DCPD-containing benzoxazine (DCPDBz) and cyanate ester resin. The method comprises the steps of: providing DCPD-phenol oligomer, aniline, and paraformaldehyde in a first solvent to form a first solution, allowing the first solution to undergo a reaction at 110° C. for 6-12 hours, extracting and baking the first solution, precipitating and rinsing a product with a second solvent, drying the precipita... Reactants: CCCC(OC)(OC)OC, CC(=O)O, CNC(Cc1ccccc1N)c1sccc1C. The product is CCCC1=Nc2ccccc2CC(c2sccc2C)N1C. Reaction SMILES: [C:18]([CH2:19][CH2:20][CH3:21])([O:22][CH3:23])([O:24][CH3:25])[O:26][CH3:27].[CH3:28][C:29](=[O:30])[OH:31].[NH2:1][c:2]1[c:3]([CH2:8][CH:9]([NH:10][CH3:11])[c:12]2[s:13][cH:14][cH:15][c:16]2[CH3:17])[cH:4][cH:5][cH:6][cH:7]1>>[N:1]1=[C:18]([CH2:19][CH2:20][CH3:21])[N:10]([CH3:11])[CH:9]([c:12]2[s:13][cH:14][cH:15][c:16]2[CH3:17])[CH2:8][c:3]2[c:2]1[cH:7][cH:6][cH:5][cH:4]2.